From a dataset of the Open Reaction Database (ORD), a public repository of structured organic reaction records. describe an organic reaction: reactants, conditions, products, and yield RXN SMILES: [Cl:1][C:2]1([Cl:18])[C@H:4]([C:5]2[CH:10]=[CH:9][CH:8]=[CH:7][CH:6]=2)[C@@H:3]1[C:11]1[CH:16]=[CH:15][C:14]([OH:17])=[CH:13][CH:12]=1.N1C=CC=CC=1.[C:25](Cl)(=[O:27])[CH3:26].O>CCOCC>[Cl:1][C:2]1([Cl:18])[C@H:4]([C:5]2[CH:6]=[CH:7][CH:8]=[CH:9][CH:10]=2)[C@@H:3]1[C:11]1[CH:12]=[CH:13][C:14]([O:17][C:25](=[O:27])[CH3:26])=[CH:15][CH:16]=1. The reactants are O (water), solution, ClC1([C@H]([C@H]1C1=CC=CC=C1)C1=CC=C(C=C1)O)Cl (1,1-dichloro-cis-2-(p-hydroxyphenyl)-3-phenylcyclopropane), ClC1([C@H]([C@H]1C1=CC=CC=C1)C1=CC=C(C=C1)O)Cl (1,1-dichloro-cis-2-(p-hydroxyphenyl)-3-phenylcyclopropane), N1=CC=CC=C1 (pyridine), C(C)(=O)Cl (acetyl chloride). Run in CCOCC (Et2O), CCOCC (Et2O). Reported procedure: A 10 mL solution of 1,1-dichloro-cis-2-(p-hydroxyphenyl)-3-phenylcyclopropane (Compound 9) (0.009 mol) and pyridine (0.79 g, 0.01 mol) in Et2O was heated under nitrogen to a gentle reflux, while acetyl chloride (0.78 g, 0.01 mol) was added dropwise slowly via a cannula. A white precipitate was noted immediately, and the mixture was refluxed for 1 h. The reaction flask was cooled while 5 mL of water was added dropwise. Et2O was used to extract the aqueous layer, and the combined Et2O layers were ... Product: ClC1([C@H]([C@H]1C1=CC=CC=C1)C1=CC=C(C=C1)OC(C)=O)Cl (1,1-Dichloro-cis-2-(p-acetoxyphenyl)-3-phenylcyclopropane). Yield: 31.1%. Reactants: C(C)(=O)C1=CC=C(O1)C1=CC=C(C#N)C=C1 (p-(5-acetyl-2-furyl)benzonitrile), [BH4-].[Na+] (NaBH4), ice water. Solvent: O1CCOCC1.O (dioxane water). Run at time 3 hour. Product: OC(C)C1=CC=C(O1)C1=CC=C(C#N)C=C1 (4-[5-(1-Hydroxyethyl)-2-furyl]benzonitrile). RXN SMILES: [C:1]([C:4]1[O:8][C:7]([C:9]2[CH:16]=[CH:15][C:12]([C:13]#[N:14])=[CH:11][CH:10]=2)=[CH:6][CH:5]=1)(=[O:3])[CH3:2].[BH4-].[Na+]>O1CCOCC1.O>[OH:3][CH:1]([C:4]1[O:8][C:7]([C:9]2[CH:16]=[CH:15][C:12]([C:13]#[N:14])=[CH:11][CH:10]=2)=[CH:6][CH:5]=1)[CH3:2] |f:1.2,3.4|. Procedure details: To a solution of 2.1 g (0.01 mole) of p-(5-acetyl-2-furyl)benzonitrile and 40 ml of 95% dioxane/water was added portionwise 0.37 g (0.10 mole) of NaBH4 while maintaining the temperature at 15°-20° by means of an ice bath. The reaction was stirred at room temperature for 3 hours and then added to ice/water with a precipitate forming. The precipitate was filtered and dried in vacuum pistol at room temperature to yield 1.6 g (75%), n.p. 79°-82°, of title compound. Starting materials: C(C)(C)NC(C)C (Diisopropylamine), C(CCC)[Li] (n-butyllithium), COC(C(CC)(C1=CC=C(C=C1)Br)C)=O (2-(4-bromophenyl)-methylbutyric acid methyl ester), BrCCCBr (1,3-dibromopropane), solution. Solvent: C1CCOC1 (THF), CCCCCC (hexane), C1CCOC1 (THF). Reaction conditions: time 30 minute. The product is COC(C(CCCBr)(C(C)C)C1=CC=C(C=C1)Br)=O (5-bromo-2-(4-bromophenyl)-2-isopropylpentanoic methyl ester). As a reaction SMILES: [CH:1](NC(C)C)(C)C.C([Li])CCC.[CH3:13][O:14][C:15](=[O:27])[C:16](C)([C:19]1[CH:24]=[CH:23][C:22]([Br:25])=[CH:21][CH:20]=1)[CH2:17][CH3:18].Br[CH2:29][CH2:30][CH2:31][Br:32]>C1COCC1.CCCCCC>[CH3:13][O:14][C:15](=[O:27])[C:16]([C:19]1[CH:20]=[CH:21][C:22]([Br:25])=[CH:23][CH:24]=1)([CH:17]([CH3:18])[CH3:1])[CH2:29][CH2:30][CH2:31][Br:32]. Procedure: Diisopropylamine (5.04 ml, 1.5 eq) in anhydrous THF at −78° C. and n-butyllithium in hexane were mixed and dissolved into 2.5 M of solution (10.55 ml, 1.1 eq). The 2-(4-bromophenyl)-methylbutyric acid methyl ester (6.5 g, 1 eq) in the Step 2 was added into the solution and stirred. After 30 minutes, 1,3-dibromopropane (7.31 ml, 3 eq) was dissolved in anhydrous THF. The mixture was dropped into the solution and stirred at room temperature overnight. When the reaction was completed, the compound w... Starting materials: C(Cl)(Cl)Cl (chloroform), CC(CC)=O (2-butanone), CNC1CC(NC(C1)(C)C)(C)C (4-methylamino-2,2,6,6-tetramethylpiperidine). Product: C(C1=CC=C(C=C1)N)C1=CC=C(C=C1)N (methylenebis(4-aminobenzene)). RXN SMILES: C(Cl)(Cl)Cl.[CH3:5][C:6](=O)[CH2:7][CH3:8].CN[CH:12]1[CH2:17][C:16](C)(C)[NH:15][C:14]([CH3:21])(C)[CH2:13]1>>[CH2:5]([C:13]1[CH:12]=[CH:17][C:16]([NH2:15])=[CH:21][CH:14]=1)[C:6]1[CH:12]=[CH:13][C:14]([NH2:15])=[CH:8][CH:7]=1. Procedure: 3.58 g (0.03 mol) chloroform; 14.42 g (0.20 mol) 2-butanone; and, 4.0 g (0.1 mol) 4-methylamino-2,2,6,6-tetramethylpiperidine are reacted in a manner analogous to that described in Example 1 hereinabove and the product worked up and recovered. The structure of the compound obtained is represented as follows: ##STR5## wherein n is in the range from 2 to about 5. Reactants: C(C1=CC=CC=C1)OC1=CC=C2C(=C(C=NC2=C1)[N+](=O)[O-])NCCCCNC(OC(C)(C)C)=O (tert-Butyl [4-(7-benzyloxy-3-nitroquinolin-4-ylamino)butyl]carbamate), [H][H] (hydrogen), CC(C)O (2-Propanol), [H][H] (hydrogen). The reagents and catalysts are [Pt] (platinum on carbon). The solvent is C1(=CC=CC=C1)C (toluene), C1(=CC=CC=C1)C (toluene). Run at time 4 hour. Yields the product NC=1C=NC2=CC(=CC=C2C1NCCCCNC(OC(C)(C)C)=O)OCC1=CC=CC=C1 (tert-butyl [4-(3-amino-7-benzyloxyquinolin-4-ylamino)butyl]carbamate). Isolated yield 108.8%. Reaction SMILES: [CH2:1]([O:8][C:9]1[CH:18]=[C:17]2[C:12]([C:13]([NH:22][CH2:23][CH2:24][CH2:25][CH2:26][NH:27][C:28](=[O:34])[O:29][C:30]([CH3:33])([CH3:32])[CH3:31])=[C:14]([N+:19]([O-])=O)[CH:15]=[N:16]2)=[CH:11][CH:10]=1)[C:2]1[CH:7]=[CH:6][CH:5]=[CH:4][CH:3]=1.CC(O)C.[H][H]>C1(C)C=CC=CC=1.[Pt]>[NH2:19][C:14]1[CH:15]=[N:16][C:17]2[C:12]([C:13]=1[NH:22][CH2:23][CH2:24][CH2:25][CH2:26][NH:27][C:28](=[O:34])[O:29][C:30]([CH3:33])([CH3:32])[CH3:31])=[CH:11][CH:10]=[C:9]([O:8][CH2:1][C:2]1[CH:3]=[CH:4][CH:5]=[CH:6][CH:7]=1)[CH:18]=2. Procedure: tert-Butyl [4-(7-benzyloxy-3-nitroquinolin-4-ylamino)butyl]carbamate (20.36 g, 43.6 mmol) was slurried in toluene (450 mL) and added to a Parr vessel charged with 5% platinum on carbon (4.3 g) and a small amount of toluene. 2-Propanol (50 mL) was added, and the vessel was charged with hydrogen (30 psi, 2.1×105 Pa). The hydrogen was replaced three times. After 4 hours, the catalyst was removed by filtration through a layer of CELITE filter aid, and the filter cake was rinsed with toluene (0.5 L),... The reactants are CC(C1=CC=CC=C1)(C)Cl (α,α-dimethylbenzyl chloride), S1C(=CC=C1)NC(=O)O (thiolcarbamic acid), [OH-].[Na+] (sodium hydroxide), CCCCCC (hexane), CC(C1=CC=CC=C1)(C)Cl (α,α-dimethylbenzyl chloride). Conditions: time 1.5 hour. Product: CC(C1=CC=CC=C1)(C(=S)N1CCCCC1)C (N-(α,α-dimethylbenzylthio-carbonyl)piperidine). As a reaction SMILES: [S:1]1C=CC=[C:2]1[NH:6]C(O)=O.[OH-].[Na+].[CH3:12][C:13](Cl)([CH3:20])[C:14]1[CH:19]=[CH:18][CH:17]=[CH:16][CH:15]=1.[CH3:22][CH2:23][CH2:24][CH2:25][CH2:26]C>>[CH3:12][C:13]([CH3:20])([C:2]([N:6]1[CH2:26][CH2:25][CH2:24][CH2:23][CH2:22]1)=[S:1])[C:14]1[CH:19]=[CH:18][CH:17]=[CH:16][CH:15]=1 |f:1.2|. Reported procedure: To the so obtained aqueous thiolcarbamic acid salt solution was added 7.2 kg (179 moles) of 40% sodium hydroxide at 50° to 60° C., following which 27.6 kg (179 moles) of α,α-dimethylbenzyl chloride was added dropwise at the same temperature over the course of 20 minutes. After repeating this operation four times, a further addition dropwise of 69.0 kg (447 moles) of α,α-dimethylbenzyl chloride was made over the course of 30 minutes. The reaction mixture was then stirred at 50° to 60° C. for 1.5 ... Starting materials: COC(=O)c1cccc2cc(O)ccc12, CN1CCCC1=O, CCOC(C)=O, COCc1cc(Cl)ncn1, [K+], [K+], [K+], O, O=P([O-])([O-])[O-]. Reaction SMILES: [CH3:1][O:2][C:3](=[O:4])[c:5]1[cH:6][cH:7][cH:8][c:9]2[cH:10][c:11]([OH:15])[cH:12][cH:13][c:14]12.[CH3:34][N:35]1[CH2:36][CH2:37][CH2:38][C:39]1=[O:40].[CH3:41][CH2:42][O:43][C:44]([CH3:45])=[O:46].[Cl:16][c:17]1[n:18][cH:19][n:20][c:21]([CH2:23][O:24][CH3:25])[cH:22]1.[K+:31].[K+:32].[K+:33].[OH2:47].[P:26]([O-:27])([O-:28])([O-:29])=[O:30]>>[CH3:1][O:2][C:3](=[O:4])[c:5]1[cH:6][cH:7][cH:8][c:9]2[cH:10][c:11]([O:15][c:17]3[n:18][cH:19][n:20][c:21]([CH2:23][O:24][CH3:25])[cH:22]3)[cH:12][cH:13][c:14]12. Product: COCc1cc(Oc2ccc3c(C(=O)OC)cccc3c2)ncn1.